This data is from the Open Reaction Database (ORD), a public repository of structured organic reaction records. The task is: describe an organic reaction: reactants, conditions, products, and yield Reactants: C[Si](C)(C)[N-][Si](C)(C)C, CI, [Li+], C1CCOC1, COC(=O)C(C(=O)c1cn2c3c(cccc13)CCC2)c1cn(C(=O)OC(C)(C)C)c2ccccc12. The product is COC(=O)C(C)(C(=O)c1cn2c3c(cccc13)CCC2)c1cn(C(=O)OC(C)(C)C)c2ccccc12. RXN SMILES: [CH3:37][Si:38]([N-:39][Si:40]([CH3:41])([CH3:42])[CH3:43])([CH3:44])[CH3:45].[CH3:46][I:47].[Li+:36].[O:48]1[CH2:49][CH2:50][CH2:51][CH2:52]1.[c:1]1([C:13]([CH:14]([C:15](=[O:16])[O:17][CH3:18])[c:19]2[cH:20][n:21]([C:28](=[O:29])[O:30][C:31]([CH3:32])([CH3:33])[CH3:34])[c:22]3[cH:23][cH:24][cH:25][cH:26][c:27]23)=[O:35])[cH:2][n:3]2[c:12]3[c:7]([cH:8][cH:9][cH:10][c:11]13)[CH2:6][CH2:5][CH2:4]2>>[c:1]1([C:13]([C:14]([C:15](=[O:16])[O:17][CH3:18])([c:19]2[cH:20][n:21]([C:28](=[O:29])[O:30][C:31]([CH3:32])([CH3:33])[CH3:34])[c:22]3[cH:23][cH:24][cH:25][cH:26][c:27]23)[CH3:37])=[O:35])[cH:2][n:3]2[c:12]3[c:7]([cH:8][cH:9][cH:10][c:11]13)[CH2:6][CH2:5][CH2:4]2. Reactants: O=C(Cl)c1ccccc1, Cc1n[nH]c(-c2cccc(N(C)C)c2)c1N. The product is Cc1n[nH]c(-c2cccc(N(C)C)c2)c1NC(=O)c1ccccc1. RXN SMILES: [C:1]([c:2]1[cH:3][cH:4][cH:5][cH:6][cH:7]1)(=[O:8])[Cl:9].[NH2:10][c:11]1[c:12]([CH3:25])[n:13][nH:14][c:15]1-[c:16]1[cH:17][c:18]([N:22]([CH3:23])[CH3:24])[cH:19][cH:20][cH:21]1>>[C:1]([c:2]1[cH:3][cH:4][cH:5][cH:6][cH:7]1)(=[O:8])[NH:10][c:11]1[c:12]([CH3:25])[n:13][nH:14][c:15]1-[c:16]1[cH:17][c:18]([N:22]([CH3:23])[CH3:24])[cH:19][cH:20][cH:21]1.